From a dataset of the Open Reaction Database (ORD), a public repository of structured organic reaction records. describe an organic reaction: reactants, conditions, products, and yield Reactants: C(C)(C)(C)C=1C=C2C=C(NC2=CC1)C(=O)O (5 -tert-butylindole-2-carboxylic acid), powder. Run in N1=CC=CC2=CC=CC=C12 (quinoline). Run at temperature 220 celsius, time 1 hour. The product is C(C)(C)(C)C=1C=C2C=CNC2=CC1 (5-tert-butylindole). The yield is 114.5%. Reaction SMILES: [C:1]([C:5]1[CH:6]=[C:7]2[C:11](=[CH:12][CH:13]=1)[NH:10][C:9](C(O)=O)=[CH:8]2)([CH3:4])([CH3:3])[CH3:2]>N1C2C(=CC=CC=2)C=CC=1>[C:1]([C:5]1[CH:6]=[C:7]2[C:11](=[CH:12][CH:13]=1)[NH:10][CH:9]=[CH:8]2)([CH3:4])([CH3:2])[CH3:3]. Reported procedure: A mixture of 5 -tert-butylindole-2-carboxylic acid (2.3 g) and cupper powder (0.46 g) in quinoline (20 ml) was stirred at 220° C. for 1 hour. After cooling, the reaction mixture was partitioned between diluted hydrochloric acid and diethyl ether. The ether layer was washed successively with diluted hydrochloric acid 3 times, sodium hydrogen carbonate solution and brine, and dried over magnesium sulfate and evaporated under reduced pressure to give 5-tert-butylindole (2.10 g).